This data is from the Open Reaction Database (ORD), a public repository of structured organic reaction records. The task is: describe an organic reaction: reactants, conditions, products, and yield Starting materials: N[C@@H]1CN(CCC1)C=1SC(C(N1)=O)=CC=1C=C2C=NN(C2=CC1)CC1=C(C=C(C=C1)C(F)(F)F)C(F)(F)F (2-(3-(S)-Amino-piperidin-1-yl)-5-[1-(2,4-bis-trifluoromethyl-benzyl)-1H-indazol-5-ylmethylene]-thiazol-4-one), FC(COS(=O)(=O)C(F)(F)F)F (Trifluoro-methanesulfonic acid 2,2-difluoro-ethyl ester), C([O-])([O-])=O.[K+].[K+] (potassium carbonate). Run in CN(C)C=O (DMF). Conditions: temperature 70 celsius. Product: FC(C1=C(CN2N=CC3=CC(=CC=C23)C=C2C(N=C(S2)N2C[C@H](CCC2)NCC(F)F)=O)C=CC(=C1)C(F)(F)F)(F)F (5-({1-[2,4-Bis(trifluoromethyl)benzyl]-1H-indazol-5-yl}methylidene)-2-{(3S)-3-[(2,2-difluoroethyl)amino]piperidin-1-yl}-1,3-thiazol-4(5H)-one). As a reaction SMILES: [NH2:1][C@H:2]1[CH2:7][CH2:6][CH2:5][N:4]([C:8]2[S:9][C:10](=[CH:14][C:15]3[CH:16]=[C:17]4[C:21](=[CH:22][CH:23]=3)[N:20]([CH2:24][C:25]3[CH:30]=[CH:29][C:28]([C:31]([F:34])([F:33])[F:32])=[CH:27][C:26]=3[C:35]([F:38])([F:37])[F:36])[N:19]=[CH:18]4)[C:11](=[O:13])[N:12]=2)[CH2:3]1.[F:39][CH:40]([F:50])[CH2:41]OS(C(F)(F)F)(=O)=O.C(=O)([O-])[O-].[K+].[K+]>CN(C=O)C>[F:36][C:35]([F:38])([F:37])[C:26]1[CH:27]=[C:28]([C:31]([F:34])([F:32])[F:33])[CH:29]=[CH:30][C:25]=1[CH2:24][N:20]1[C:21]2[C:17](=[CH:16][C:15]([CH:14]=[C:10]3[S:9][C:8]([N:4]4[CH2:5][CH2:6][CH2:7][C@H:2]([NH:1][CH2:41][CH:40]([F:50])[F:39])[CH2:3]4)=[N:12][C:11]3=[O:13])=[CH:23][CH:22]=2)[CH:18]=[N:19]1 |f:2.3.4|. Reported procedure: To a solution of DMF (1 mL) was added 2-(3-(S)-Amino-piperidin-1-yl)-5-[1-(2,4-bis-trifluoromethyl-benzyl)-1H-indazol-5-ylmethylene]-thiazol-4-one (0.03 g, 0.05 mmol), Trifluoro-methanesulfonic acid 2,2-difluoro-ethyl ester (0.02 g, 0.09 mmol) and potassium carbonate (0.014 g, 0.1 mmol). The resulting mixture was heated at 70° C. overnight and partitioned between dichloromethane and water. The combined organic extracts were washed with brine, dried, and evaporated. The residue was purified by fl...